This data is from the Open Reaction Database (ORD), a public repository of structured organic reaction records. The task is: describe an organic reaction: reactants, conditions, products, and yield Reactants: [Cl-].[NH4+] (ammonium chloride), S1C(SCCC1)C(=O)OC(C)(C)C (tert-butyl 1,3-dithiane-2-carboxylate), ICCOC (1-iodo-2-methoxyethane), CC(C)([O-])C.[K+] (potassium tert-butoxide). Run in CN(C=O)C (dimethylformamide). Reaction conditions: temperature 0 celsius, time 16 hour. Product: COCCC1(SCCCS1)C(=O)OC(C)(C)C (tert-Butyl 2-(2-methoxyethyl)-1,3-dithiane-2-carboxylate). Reaction SMILES: [S:1]1[CH2:6][CH2:5][CH2:4][S:3][CH:2]1[C:7]([O:9][C:10]([CH3:13])([CH3:12])[CH3:11])=[O:8].I[CH2:15][CH2:16][O:17][CH3:18].CC(C)([O-])C.[K+].[Cl-].[NH4+]>CN(C)C=O>[CH3:18][O:17][CH2:16][CH2:15][C:2]1([C:7]([O:9][C:10]([CH3:13])([CH3:12])[CH3:11])=[O:8])[S:3][CH2:4][CH2:5][CH2:6][S:1]1 |f:2.3,4.5|. Procedure details: 10.2 g (46.1 mmol) of tert-butyl 1,3-dithiane-2-carboxylate and 12.0 g (64.5 mmol) of 1-iodo-2-methoxyethane were initially charged in 127 ml of dimethylformamide, the mixture was cooled to 0° C. and 6.21 g (55.3 mmol) of potassium tert-butoxide were added. The resulting reaction mixture was stirred at 0° C. for 1 h and at RT for 16 h. The reaction mixture was added to 1.5 l of a 1:2 mixture of ice and saturated aqueous ammonium chloride solution and extracted three times with 300 ml of diethyl ... Reactants: CO, Cc1occc(=O)c1O, ClCc1ccccc1, [Na+], [OH-], O. The product is Cc1occc(=O)c1OCc1ccccc1. RXN SMILES: [CH3:18][OH:19].[CH3:1][c:2]1[o:3][cH:4][cH:5][c:6](=[O:9])[c:7]1[OH:8].[Cl:10][CH2:11][c:12]1[cH:13][cH:14][cH:15][cH:16][cH:17]1.[Na+:21].[OH-:20].[OH2:22]>>[CH3:1][c:2]1[o:3][cH:4][cH:5][c:6](=[O:9])[c:7]1[O:8][CH2:11][c:12]1[cH:13][cH:14][cH:15][cH:16][cH:17]1. Starting materials: COC(COC=1C=NC(=CC1)C1=C(C=CC=C1)F)=O ((6-(2-fluorophenyl)pyridin-3-yloxy)acetic acid methyl ester), [BH4-].[Li+] (lithium borohydride), O (water). The solvent is C1CCOC1 (THF). Yields the product FC1=C(C=CC=C1)C1=CC=C(C=N1)OCCO (2-(6-(2-Fluorophenyl)pyridin-3-yloxy)ethanol). As a reaction SMILES: C[O:2][C:3](=O)[CH2:4][O:5][C:6]1[CH:7]=[N:8][C:9]([C:12]2[CH:17]=[CH:16][CH:15]=[CH:14][C:13]=2[F:18])=[CH:10][CH:11]=1.[BH4-].[Li+].O>C1COCC1>[F:18][C:13]1[CH:14]=[CH:15][CH:16]=[CH:17][C:12]=1[C:9]1[N:8]=[CH:7][C:6]([O:5][CH2:4][CH2:3][OH:2])=[CH:11][CH:10]=1 |f:1.2|. Reported procedure: Under argon, 675 mg (2.58 mmol) of (6-(2-fluorophenyl)pyridin-3-yloxy)acetic acid methyl ester and 112.5 mg (5.17 mmol) of lithium borohydride were stirred in 20 ml of THF at 60° C. for 2 h. After cooling, the mixture was cautiously hydrolyzed with water and concentrated, and water and ethyl acetate were added. The organic phase was separated, washed with water and concentrated. Yield: 350 mg (58%). Reactants: C1(CCCCCCC1)NO (cyclooctyl hydroxylamine), C1(CCCCCCC1)NO (cyclooctyl hydroxylamine), COC1=CC=C(C=C1)N=C=O (4-methoxyphenyl isocyanate). The solvent is O1CCCC1 (tetrahydrofuran). Conditions: time 20 hour. Product: C1(CCCCCCC1)N(C(=O)NC1=CC=C(C=C1)OC)O (1-Cyclooctyl-1-hydroxy-3-(4-methoxyphenyl)urea). Isolated yield 78.2%. RXN SMILES: [CH:1]1([NH:9][OH:10])[CH2:8][CH2:7][CH2:6][CH2:5][CH2:4][CH2:3][CH2:2]1.[CH3:11][O:12][C:13]1[CH:18]=[CH:17][C:16]([N:19]=[C:20]=[O:21])=[CH:15][CH:14]=1>O1CCCC1>[CH:1]1([N:9]([OH:10])[C:20]([NH:19][C:16]2[CH:17]=[CH:18][C:13]([O:12][CH3:11])=[CH:14][CH:15]=2)=[O:21])[CH2:8][CH2:7][CH2:6][CH2:5][CH2:4][CH2:3][CH2:2]1. Procedure: A solution containing cyclooctyl hydroxylamine (Compound 36 Part B, 2.0 g, 14 mmol) in tetrahydrofuran (50 mL) was slowly charged with 4-methoxyphenyl isocyanate (2.0 mL, 15 mmol). The reaction mixture was allowed to stir at ambient temperature for 20 hours. A white precipitate was isolated by filtration then washed with cold hexane. A second crop was isolated from the filtrate. The solids were combined and dried to provide 3.2 g of the desired product as a white solid, m.p. 166°-167° C. Analysi...